This data is from the Open Reaction Database (ORD), a public repository of structured organic reaction records. The task is: describe an organic reaction: reactants, conditions, products, and yield Starting materials: BrCCC(=O)OCC (ethyl 3-bromopropionate), oil, [H-].[Na+] (sodium hydride), CN1CCC(CC1)C1=NNC2=CC=CC=C12 (3-(1-methyl-4-piperidinyl)-1H-indazole), O (water). Run in CN(C=O)C (dimethylformamide), CN(C=O)C (dimethylformamide). Run at time 1 hour. Yields the product C(C)OC(=O)CCN1N=C(C2=CC=CC=C12)C1CCN(CC1)C (1-(ethoxycarbonyl-ethyl)-3-(1-methyl-4-piperidinyl)-1H-indazole). The yield is 73.9%. Reaction SMILES: [H-].[Na+].[CH3:3][N:4]1[CH2:9][CH2:8][CH:7]([C:10]2[C:18]3[C:13](=[CH:14][CH:15]=[CH:16][CH:17]=3)[NH:12][N:11]=2)[CH2:6][CH2:5]1.Br[CH2:20][CH2:21][C:22]([O:24][CH2:25][CH3:26])=[O:23].O>CN(C)C=O>[CH2:25]([O:24][C:22]([CH2:21][CH2:20][N:12]1[C:13]2[C:18](=[CH:17][CH:16]=[CH:15][CH:14]=2)[C:10]([CH:7]2[CH2:6][CH2:5][N:4]([CH3:3])[CH2:9][CH2:8]2)=[N:11]1)=[O:23])[CH3:26] |f:0.1|. Procedure details: To a stirred suspension, under nitrogen, of 1.7 g of a 50% oil dispersion of sodium hydride in 75 ml of dimethylformamide was added, dropwise, 6.0 g of 3-(1-methyl-4-piperidinyl)-1H-indazole in 30 ml of hot dimethylformamide. Upon completion of the addition, the reaction mixture was stirred at ambient temperature for 1 hr and a solution of 6.5 g of ethyl 3-bromopropionate was added dropwise. The reaction mixture was stirred at ambient temperature for 3 hrs and then poured into water. The aqueous...